This data is from the Open Reaction Database (ORD), a public repository of structured organic reaction records. The task is: describe an organic reaction: reactants, conditions, products, and yield Starting materials: CS(C)=O, CCN(C(C)C)C(C)C, N#Cc1ccc(Cl)nc1, CC(C)(C)OC(=O)N1CCCC(N)C1. Product: CC(C)(C)OC(=O)N1CCCC(Nc2ccc(C#N)cn2)C1. RXN SMILES: [CH3:33][S:34]([CH3:35])=[O:36].[CH:24]([N:25]([CH:26]([CH3:27])[CH3:28])[CH2:29][CH3:30])([CH3:31])[CH3:32].[Cl:15][c:16]1[cH:17][cH:18][c:19]([C:22]#[N:23])[cH:20][n:21]1.[NH2:1][CH:2]1[CH2:3][N:4]([C:8](=[O:9])[O:10][C:11]([CH3:12])([CH3:13])[CH3:14])[CH2:5][CH2:6][CH2:7]1>>[NH:1]([CH:2]1[CH2:3][N:4]([C:8](=[O:9])[O:10][C:11]([CH3:12])([CH3:13])[CH3:14])[CH2:5][CH2:6][CH2:7]1)[c:16]1[cH:17][cH:18][c:19]([C:22]#[N:23])[cH:20][n:21]1. Reactants: ClC=1C=C(C=CC1)NC1=C(C=NC2=CC=C(C=C12)[N+](=O)[O-])C#N (4-[(3-chlorophenyl)amino]-6-nitro-quinoline-3-carbonitrile), SnCl2 dihydrate. Run in C(C)O (ethanol). Conditions: time 2 hour. Product: NC=1C=C2C(=C(C=NC2=CC1)C#N)NC1=CC(=CC=C1)Cl (6-Amino-4-[(3-chlorophenyl)amino]-quinoline-3-carbonitrile). Isolated yield 100.4%. RXN SMILES: [Cl:1][C:2]1[CH:3]=[C:4]([NH:8][C:9]2[C:18]3[C:13](=[CH:14][CH:15]=[C:16]([N+:19]([O-])=O)[CH:17]=3)[N:12]=[CH:11][C:10]=2[C:22]#[N:23])[CH:5]=[CH:6][CH:7]=1>C(O)C>[NH2:19][C:16]1[CH:17]=[C:18]2[C:13](=[CH:14][CH:15]=1)[N:12]=[CH:11][C:10]([C:22]#[N:23])=[C:9]2[NH:8][C:4]1[CH:5]=[CH:6][CH:7]=[C:2]([Cl:1])[CH:3]=1. Reported procedure: A mixture of 6.30 g (19.4 mmol) 4-[(3-chlorophenyl)amino]-6-nitro-quinoline-3-carbonitrile, 300 ml ethanol, and 21.9 g (97 mmol) SnCl2 dihydrate were heated to reflux under N2. Removed heat at 2½ hours, added ice water and made basic with sodium bicarbonate. Stirred for 2 hours and extracted with chloroform. Dried organic layer with sodium sulfate, filtered, stripped solvent and dried residue in vacuo, giving 5.74 g of yellow-brown solid: mass spectrum (electrospray m/e): M+H=295.1, 297.1. The reactants are COCC(C)Oc1cc(Oc2cnc(S(C)(=O)=O)cn2)cc(-c2ccc(C3=NC(C(C)O)CO3)[nH]2)c1, CCCC[N+](CCCC)(CCCC)CCCC, [Cl-], [F-], [NH4+], C1CCOC1. Product: COCC(C)Oc1cc(O)cc(-c2ccc(C3=NC(C(C)O)CO3)[nH]2)c1. Reaction SMILES: [CH3:1][O:2][CH2:3][CH:4]([CH3:5])[O:6][c:7]1[cH:8][c:9](-[c:24]2[cH:25][cH:26][c:27]([C:29]3=[N:33][CH:32]([CH:34]([CH3:35])[OH:36])[CH2:31][O:30]3)[nH:28]2)[cH:10][c:11]([O:13][c:14]2[cH:15][n:16][c:17]([S:18]([CH3:19])(=[O:20])=[O:21])[cH:22][n:23]2)[cH:12]1.[CH3:38][CH2:39][CH2:40][CH2:41][N+:42]([CH2:43][CH2:44][CH2:45][CH3:46])([CH2:47][CH2:48][CH2:49][CH3:50])[CH2:51][CH2:52][CH2:53][CH3:54].[Cl-:55].[F-:37].[NH4+:56].[O:57]1[CH2:58][CH2:59][CH2:60][CH2:61]1>>[CH3:1][O:2][CH2:3][CH:4]([CH3:5])[O:6][c:7]1[cH:8][c:9](-[c:24]2[cH:25][cH:26][c:27]([C:29]3=[N:33][CH:32]([CH:34]([CH3:35])[OH:36])[CH2:31][O:30]3)[nH:28]2)[cH:10][c:11]([OH:13])[cH:12]1. Reactants: N#Cc1ccccc1-c1ccc(CCl)cc1, CCCCc1nc2c(C(=O)OC)cccc2[nH]1, [H-], [Na+], CN(C)C=O, O. Product: CCCCc1nc2c(C(=O)OC)cccc2n1Cc1ccc(-c2ccccc2C#N)cc1. RXN SMILES: [C:20](#[N:21])[c:22]1[c:23](-[c:28]2[cH:29][cH:30][c:31]([CH2:32][Cl:33])[cH:34][cH:35]2)[cH:24][cH:25][cH:26][cH:27]1.[CH2:1]([CH2:2][CH2:3][CH3:4])[c:5]1[nH:6][c:7]2[c:8]([n:9]1)[c:10]([C:14](=[O:15])[O:16][CH3:17])[cH:11][cH:12][cH:13]2.[H-:18].[Na+:19].[O:37]=[CH:38][N:39]([CH3:40])[CH3:41].[OH2:36]>>[CH2:1]([CH2:2][CH2:3][CH3:4])[c:5]1[n:6]([CH2:32][c:31]2[cH:30][cH:29][c:28](-[c:23]3[c:22]([C:20]#[N:21])[cH:27][cH:26][cH:25][cH:24]3)[cH:35][cH:34]2)[c:7]2[c:8]([n:9]1)[c:10]([C:14](=[O:15])[O:16][CH3:17])[cH:11][cH:12][cH:13]2.